This data is from the Open Reaction Database (ORD), a public repository of structured organic reaction records. The task is: describe an organic reaction: reactants, conditions, products, and yield RXN SMILES: [OH:1][CH2:2][C@@H:3]1[CH2:5][C@H:4]1[C:6]#[C:7][C:8]#[C:9][C:10]1[CH:15]=[CH:14][C:13]([CH2:16][CH2:17][C:18]([CH3:27])([S:23]([CH3:26])(=[O:25])=[O:24])[C:19](OC)=[O:20])=[CH:12][CH:11]=1.[NH2:28][OH:29].CC(O)=O>C(O)(C)C>[OH:29][NH:28][C:19](=[O:20])[C:18]([CH3:27])([S:23]([CH3:26])(=[O:25])=[O:24])[CH2:17][CH2:16][C:13]1[CH:14]=[CH:15][C:10]([C:9]#[C:8][C:7]#[C:6][C@@H:4]2[CH2:5][C@H:3]2[CH2:2][OH:1])=[CH:11][CH:12]=1. Run in C(C)(C)O (isopropanol). Starting materials: OC[C@H]1[C@@H](C1)C#CC#CC1=CC=C(C=C1)CCC(C(=O)OC)(S(=O)(=O)C)C (methyl 4-(4-(((trans)-2-(hydroxymethyl)cyclopropyl)buta-1,3-diyn-1-yl)phenyl)-2-methyl-2-(methylsulfonyl)butanoate), NO (hydroxylamine), CC(=O)O (AcOH). Procedure details: To a stirring solution of methyl 4-(4-(((trans)-2-(hydroxymethyl)cyclopropyl)buta-1,3-diyn-1-yl)phenyl)-2-methyl-2-(methylsulfonyl)butanoate (9.7) in isopropanol (1.3 mL) at 0° C. was added hydroxylamine (946 μL, 15.44 mmol, 50% in water) and the reaction was stirred at room temperature overnight. The reaction mixture was neutralized with AcOH (884 μL, 15.44 mmol) and concentrated under reduced pressure to give a crude, which was purified by RP-HPLC (0-30% ACN in water) to yield N-hydroxy-4-(4-(... Conditions: time 8 hour. Yield: 22.6%. Product: ONC(C(CCC1=CC=C(C=C1)C#CC#C[C@H]1[C@@H](C1)CO)(S(=O)(=O)C)C)=O (N-hydroxy-4-(4-(((trans)-2-(hydroxymethyl)cyclopropyl)buta-1,3-diynyl)phenyl)-2-methyl-2-(methylsulfonyl)butanamide). Starting materials: CCN(CC)c1ccccc1, COc1ccc(-c2cc3ncnc(O)c3[nH]2)cc1, N, C1CCOC1, O, O=P(Cl)(Cl)Cl. The product is COc1ccc(-c2cc3ncnc(Cl)c3[nH]2)cc1. As a reaction SMILES: [CH2:26]([N:27]([CH2:28][CH3:29])[c:30]1[cH:31][cH:32][cH:33][cH:34][cH:35]1)[CH3:36].[CH3:1][O:2][c:3]1[cH:4][cH:5][c:6](-[c:9]2[cH:10][c:11]3[n:12][cH:13][n:14][c:15]([OH:18])[c:16]3[nH:17]2)[cH:7][cH:8]1.[NH3:25].[O:37]1[CH2:38][CH2:39][CH2:40][CH2:41]1.[OH2:24].[P:19]([Cl:20])([Cl:21])([Cl:22])=[O:23]>>[CH3:1][O:2][c:3]1[cH:4][cH:5][c:6](-[c:9]2[cH:10][c:11]3[n:12][cH:13][n:14][c:15]([Cl:21])[c:16]3[nH:17]2)[cH:7][cH:8]1.